This data is from the Open Reaction Database (ORD), a public repository of structured organic reaction records. The task is: describe an organic reaction: reactants, conditions, products, and yield Starting materials: C(C)(C)(CC)C1=C(OC2=C(C(=O)O)C=CC=C2)C=CC(=C1)C(C)(C)CC (2,4-di-(tert-amyl)phenoxybenzoic acid), C(C)(=O)OC(C)=O (acetic anhydride), S(O)(O)(=O)=O (sulfuric acid). The solvent is ice water. Run at time 3 hour. The product is C(C)(C)(CC)C1=CC=2C(C3=CC=CC=C3OC2C(=C1)C(C)(C)CC)=O (2,4-di-(tert-amyl)xanthen-9-one). RXN SMILES: [C:1]([C:6]1[CH:21]=[C:20]([C:22]([CH2:25][CH3:26])([CH3:24])[CH3:23])[CH:19]=[CH:18][C:7]=1[O:8][C:9]1[CH:17]=[CH:16][CH:15]=[CH:14][C:10]=1[C:11](O)=[O:12])([CH2:4][CH3:5])([CH3:3])[CH3:2].C(OC(=O)C)(=O)C.S(=O)(=O)(O)O>>[C:22]([C:20]1[CH:21]=[C:6]([C:1]([CH2:4][CH3:5])([CH3:3])[CH3:2])[C:7]2[O:8][C:9]3[C:10](=[CH:14][CH:15]=[CH:16][CH:17]=3)[C:11](=[O:12])[C:18]=2[CH:19]=1)([CH2:25][CH3:26])([CH3:24])[CH3:23]. Procedure: Finally, 2,4-di-(tert-amyl)xanthen-9-one (S-13) was prepared. To a suspension of 2,4-di-(tert-amyl)phenoxybenzoic acid (4.8 g, 13.6 mmol) in acetic anhydride (27.7 g, 272 mmol) was added dropwise sulfuric acid (1.33 g, 13.6 mmol), and then the mixture was held at 80° C. for 3 h. The reaction mixture was cooled to ambient and poured into 100 mL of ice water. The aqueous phase was extracted twice with dichloromethane, and the combined organic extracts were washed with water and then with brine. Th... The reactants are CC=1C=C(C(=[N+](C1)[O-])C(=O)OCC)C(=O)OCC (diethyl 5-methylpyridine-2,3-dicarboxylate N-oxide), P(=O)(Cl)(Cl)Cl (phosphoryl chloride). Run at temperature 25 celsius. Product: ClC1=C(C=C(C(=N1)C(=O)OCC)C(=O)OCC)C (Diethyl 6-chloro-5-methylpyridine-2,3-dicarboxylate). Reaction SMILES: [CH3:1][C:2]1[CH:3]=[C:4]([C:14]([O:16][CH2:17][CH3:18])=[O:15])[C:5]([C:9]([O:11][CH2:12][CH3:13])=[O:10])=[N+:6]([O-])[CH:7]=1.P(Cl)(Cl)([Cl:21])=O>>[Cl:21][C:7]1[N:6]=[C:5]([C:9]([O:11][CH2:12][CH3:13])=[O:10])[C:4]([C:14]([O:16][CH2:17][CH3:18])=[O:15])=[CH:3][C:2]=1[CH3:1]. Procedure: 199.9 g (0.79 mol) of diethyl 5-methylpyridine-2,3-dicarboxylate N-oxide were introduced a little at a time, in the course of 1 hour at from 60° to 70° C, into 1 l of phosphoryl chloride, and the mixture was refluxed for 5 hours. After cooling to 25° C., the reaction mixture was evaporated down under reduced pressure and the residue was taken up in methylene chloride. After filtering through a suction funnel containing silica gel and evaporating down, 148.2 g (69% of theory) of the title compoun...